This data is from the Open Reaction Database (ORD), a public repository of structured organic reaction records. The task is: describe an organic reaction: reactants, conditions, products, and yield Reactants: COC(=O)c1ccc(NC(=O)c2ccc3c(c2)NCCC3)cc1Cl, ClCCl, O=S(=O)(Cl)c1cccc(F)c1, c1ccncc1. The product is COC(=O)c1ccc(NC(=O)c2ccc3c(c2)N(S(=O)(=O)c2cccc(F)c2)CCC3)cc1Cl. RXN SMILES: [CH3:12][O:13][C:14]([c:15]1[c:16]([Cl:34])[cH:17][c:18]([NH:21][C:22](=[O:23])[c:24]2[cH:25][cH:26][c:27]3[c:32]([cH:33]2)[NH:31][CH2:30][CH2:29][CH2:28]3)[cH:19][cH:20]1)=[O:35].[Cl:42][CH2:43][Cl:44].[F:1][c:2]1[cH:3][c:4]([S:8](=[O:9])(=[O:10])[Cl:11])[cH:5][cH:6][cH:7]1.[cH:36]1[cH:37][cH:38][n:39][cH:40][cH:41]1>>[F:1][c:2]1[cH:3][c:4]([S:8](=[O:9])(=[O:10])[N:31]2[CH2:30][CH2:29][CH2:28][c:27]3[cH:26][cH:25][c:24]([C:22]([NH:21][c:18]4[cH:17][c:16]([Cl:34])[c:15]([C:14]([O:13][CH3:12])=[O:35])[cH:20][cH:19]4)=[O:23])[cH:33][c:32]32)[cH:5][cH:6][cH:7]1.